This data is from the Open Reaction Database (ORD), a public repository of structured organic reaction records. The task is: describe an organic reaction: reactants, conditions, products, and yield Starting materials: ceric ammonium nitrate, C1=CC=CC=2SC3=CC=CC=C3NC12 (phenothiazine), O (H2O). Solvent: CC(=O)O (HOAc), CC(=O)C (acetone). Reaction conditions: time 20 minute. The product is C1=CC(C=C2SC3=CC=CC=C3N=C12)=O (3H-phenothiazin-3-one). Reaction SMILES: [CH:1]1[C:14]2[NH:13][C:12]3[C:7](=[CH:8][CH:9]=[CH:10][CH:11]=3)[S:6][C:5]=2[CH:4]=[CH:3][CH:2]=1.[OH2:15]>CC(O)=O.CC(C)=O>[CH:11]1[C:12]2[C:7]([S:6][C:5]3[C:14]([N:13]=2)=[CH:1][CH:2]=[CH:3][CH:4]=3)=[CH:8][C:9](=[O:15])[CH:10]=1. Reported procedure: To a stirring solution of 1.1 kg of ceric ammonium nitrate in 12.5 liters of H2O and 1.25 liters of HOAc at 10° C. was added dropwise a solution of 100 g of phenothiazine in 500 ml acetone over a period of 20 minutes. The resulting mixture was stirred for another 20 minutes and the product 3H-phenothiazin-3-one was then filtered off. The filtered 3H-phenothiazin-3-one was washed with water thoroughly and dried to give 92 g of crude 3H-phenothiazin-3-one. The crude 3H-phenothiazin-3-one was extra... Reactants: S(O)(O)(=O)=O (sulfuric acid), CNC1CC(C2=C(CC1)C=CC=C2)(O)C2=CC=CC=C2 (7-methylamino-5-phenyl-5-hydroxy-6,7,8,9-tetrahydro [5H] benzocycloheptene), O (water). The solvent is O1CCOCC1 (dioxane). The product is CNC1CCC2=C(C(=C1)C1=CC=CC=C1)C=CC=C2 (7-methylamino-9-phenyl-6,7-dihydro [5H] benzocycloheptene). The yield is 76.6%. RXN SMILES: S(=O)(=O)(O)O.[CH3:6][NH:7][CH:8]1[CH2:14][CH2:13][C:12]2[CH:15]=[CH:16][CH:17]=[CH:18][C:11]=2[C:10]([C:20]2[CH:25]=[CH:24][CH:23]=[CH:22][CH:21]=2)(O)[CH2:9]1.O>O1CCOCC1>[CH3:6][NH:7][CH:8]1[CH:9]=[C:10]([C:20]2[CH:21]=[CH:22][CH:23]=[CH:24][CH:25]=2)[C:11]2[CH:18]=[CH:17][CH:16]=[CH:15][C:12]=2[CH2:13][CH2:14]1. Procedure details: 9.2 ml of 18 N sulfuric acid were added to a refluxing solution of 4.62 g of the product of Step A in 90 ml of dioxane and the mixture was refluxed for 15 minutes and was then cooled. The mixture was poured into iced water and was extracted with ethyl acetate. The organic phase was washed with aqueous sodium chloride solution, dried and evaporated to dryness. The residue was chromatographed over silica gel and was eluted with a 2-8-1 benzene-ethyl acetate-triethylamine mixture and then a 95-5-1 ... Starting materials: COC1=CC2=C(CC(N(CC2)CCCNC)=O)C=C1OC (N-[3-(7,8-dimethoxy-1,3,4,5-tetrahydro-2H-3-benzazepin-2-on-3-yl)-propyl]-methylamine), COC=1C=C(C=CC1OC)CCCl (2-(3,4-dimethoxyphenyl)-ethyl-chloride), C(Cl)Cl (methylene chloride). Run in CC(=O)C (acetone). Product: Cl.Cl.COC1=CC2=C(CC(N(CC2)CCCN(CCC2=CC(=C(C=C2)OC)OC)C)=O)C=C1OC (1-[7,8-Dimethoxy-1,3,4,5-tetrahydro-2H-3-benzazepin-2-on-3-yl]-3-[N-methyl-N-(2-{3,4-dimethoxy-phenyl}-ethyl)-amino]propane dihydrochloride). As a reaction SMILES: [CH3:1][O:2][C:3]1[C:19]([O:20][CH3:21])=[CH:18][C:6]2[CH2:7][C:8](=[O:17])[N:9]([CH2:12][CH2:13][CH2:14][NH:15][CH3:16])[CH2:10][CH2:11][C:5]=2[CH:4]=1.[CH3:22][O:23][C:24]1[CH:25]=[C:26]([CH2:32]C[Cl:34])[CH:27]=[CH:28][C:29]=1[O:30][CH3:31].[CH2:35](Cl)[Cl:36]>CC(C)=O>[ClH:34].[ClH:36].[CH3:1][O:2][C:3]1[C:19]([O:20][CH3:21])=[CH:18][C:6]2[CH2:7][C:8](=[O:17])[N:9]([CH2:12][CH2:13][CH2:14][N:15]([CH3:35])[CH2:16][CH2:32][C:26]3[CH:27]=[CH:28][C:29]([O:30][CH3:31])=[C:24]([O:23][CH3:22])[CH:25]=3)[CH2:10][CH2:11][C:5]=2[CH:4]=1 |f:4.5.6|. Reported procedure: 22 gm (0.075 mol) of N-[3-(7,8-dimethoxy-1,3,4,5-tetrahydro-2H-3-benzazepin-2-on-3-yl)-propyl]-methylamine were heated with 7.2 gm (0.036 mol) of 2-(3,4-dimethoxyphenyl)-ethyl-chloride for 20 hours at 140° C. After dissolving the reaction product in methylene chloride, the solution was washed twice with 2N sodium hydroxide and twice with water, dried over sodium sulfate and evaporated. The residue was purified by chromatography on silica gel (particle size: 0.063-0.2 mm; eluant; methylene chlori... Reactants: O=c1ccc2c(Br)nccc2[nH]1, O=C([O-])[O-], Cc1ncc[nH]1, CN1CCCC1=O, CC(=O)O, [Cu], [K+], [K+], O. Yields the product Cc1nccn1-c1nccc2[nH]c(=O)ccc12. RXN SMILES: [Br:1][c:2]1[c:3]2[cH:4][cH:5][c:6](=[O:12])[nH:7][c:8]2[cH:9][cH:10][n:11]1.[C:26](=[O:27])([O-:28])[O-:29].[CH3:13][c:14]1[nH:15][cH:16][cH:17][n:18]1.[CH3:19][N:20]1[CH2:21][CH2:22][CH2:23][C:24]1=[O:25].[CH3:33][C:34](=[O:35])[OH:36].[Cu:32].[K+:30].[K+:31].[OH2:37]>>[c:2]1(-[n:15]2[c:14]([CH3:13])[n:18][cH:17][cH:16]2)[c:3]2[cH:4][cH:5][c:6](=[O:12])[nH:7][c:8]2[cH:9][cH:10][n:11]1. The reactants are CO[C@H]([C@H](C(=O)O)C)C ((2R, 3S)-3-methoxy-2-methylbutyric acid), C(CCCCCCC)OC1=CC=C(C=C1)C1=CC=C(C=C1)C(=O)OC1=CC=C(C=C1)O (4-hydroxyphenyl 4'-octyloxy-4-biphenylcarboxylate), C(CCC)N(CCCC)CCCC (tributylamine), [I-].ClC1=[N+](C=CC=C1)C (2-chloro-1-methylpyridinium iodide). Solvent: O1CCCC1 (tetrahydrofuran). The product is C(CCCCCCC)OC1=CC=C(C=C1)C1=CC=C(C=C1)C(=O)OC1=CC=C(C=C1)OC([C@@H]([C@H](C)OC)C)=O (4-[(2R, 3S)-3-methoxy-2-methylbutyryloxy]phenyl 4'-octyloxy-4-biphenylcarboxylate). RXN SMILES: [CH3:1][O:2][C@@H:3]([CH3:9])[C@@H:4]([CH3:8])[C:5]([OH:7])=[O:6].[CH2:10]([O:18][C:19]1[CH:24]=[CH:23][C:22]([C:25]2[CH:30]=[CH:29][C:28]([C:31]([O:33][C:34]3[CH:39]=[CH:38][C:37](O)=[CH:36][CH:35]=3)=[O:32])=[CH:27][CH:26]=2)=[CH:21][CH:20]=1)[CH2:11][CH2:12][CH2:13][CH2:14][CH2:15][CH2:16][CH3:17].C(N(CCCC)CCCC)CCC.[I-].ClC1C=CC=C[N+]=1C>O1CCCC1>[CH2:10]([O:18][C:19]1[CH:24]=[CH:23][C:22]([C:25]2[CH:26]=[CH:27][C:28]([C:31]([O:33][C:34]3[CH:39]=[CH:38][C:37]([O:6][C:5](=[O:7])[C@H:4]([CH3:8])[C@@H:3]([O:2][CH3:1])[CH3:9])=[CH:36][CH:35]=3)=[O:32])=[CH:29][CH:30]=2)=[CH:21][CH:20]=1)[CH2:11][CH2:12][CH2:13][CH2:14][CH2:15][CH2:16][CH3:17] |f:3.4|. Procedure: (2R, 3S)-3-methoxy-2-methylbutyric acid prepared in the above i) (0.79 g), 4-hydroxyphenyl 4'-octyloxy-4-biphenylcarboxylate (2.5 g) and tributylamine (2.66 g) were dissolved in dehydrated tetrahydrofuran (40 ml) and 2-chloro-1-methylpyridinium iodide (1.84 g) was added thereto. The mixture was heated under reflux for 7 hours. Insoluble materials were filtered off and the filtrate was concentrated under reduced pressure. The residue was separated and purified by silica gel column chromatography ... Reactants: C#CC(CCCCC)O (1-Octyne-3-ol), NC1=CC=CC=C1 (aniline), Cl.NC1=CC=CC=C1 (aniline hydrochloride). Reagents/catalysts: [C-]#[O+].[C-]#[O+].[C-]#[O+].[C-]#[O+].[C-]#[O+].[C-]#[O+].[C-]#[O+].[C-]#[O+].[C-]#[O+].[C-]#[O+].[C-]#[O+].[C-]#[O+].[Ru].[Ru].[Ru] (Ru3(CO)12). Solvent: C(C)OCC (diethyl ether). Run at temperature 140 celsius, time 9 hour. Product: CC=1NC2=CC=CC=C2C1CCCCC (2-methyl-3-pentyl indole). Isolated yield 105.0%. As a reaction SMILES: [CH:1]#[C:2][CH:3](O)[CH2:4][CH2:5][CH2:6][CH2:7][CH3:8].[NH2:10][C:11]1[CH:16]=[CH:15][CH:14]=[CH:13][CH:12]=1.Cl.NC1C=CC=CC=1>[C-]#[O+].[C-]#[O+].[C-]#[O+].[C-]#[O+].[C-]#[O+].[C-]#[O+].[C-]#[O+].[C-]#[O+].[C-]#[O+].[C-]#[O+].[C-]#[O+].[C-]#[O+].[Ru].[Ru].[Ru].C(OCC)C>[CH3:1][C:2]1[NH:10][C:11]2[C:16]([C:3]=1[CH2:4][CH2:5][CH2:6][CH2:7][CH3:8])=[CH:15][CH:14]=[CH:13][CH:12]=2 |f:2.3,4.5.6.7.8.9.10.11.12.13.14.15.16.17.18|. Procedure: 1-Octyne-3-ol (1.136 g, 9 mmol), aniline (0.559 g, 6 mmol), Ru3(CO)12 (16.0 mg, 0.025 mmol) and aniline hydrochloride (0.130 g, 1.0 mmol) were placed in a 10 ml round-bottomed flask, and the mixture was stirred at 140° C. for 9 hours. After cooling, diethyl ether (3 mL) was added, and the organic layer was washed twice with 1 M hydrochloric acid (2 mL) and once with water (2 mL). The organic layer was dried over sodium sulfate, and the solvent was distilled away, whereby an 11:1 mixture of 3-met... The reactants are C1(=CC=CC=C1)C1CCNCC1 (4-phenylpiperidine), ClCC(=O)N1C=2N(C(=CC1)C1=C(C=CC(=C1)Cl)Cl)N=CC2C#N (4-(Chloroacetyl)-7-(2,5-dichlorophenyl)-4.5-dihydropyrazolo[1.5-a]pyrimidine-3-carbonitrile). Yields the product ClC1=C(C=C(C=C1)Cl)C1=CCN(C=2N1N=CC2C#N)C(CN2CCC(CC2)C2=CC=CC=C2)=O (7-(2,5-Dichlorophenyl)-4,5-dihydro-4-[(4-phenyl-1-piperidinyl)acetyl]pyrazolo[1,5-a]pyrimidine-3-carbonitrile). As a reaction SMILES: [C:1]1([CH:7]2[CH2:12][CH2:11][NH:10][CH2:9][CH2:8]2)[CH:6]=[CH:5][CH:4]=[CH:3][CH:2]=1.Cl[CH2:14][C:15]([N:17]1[CH2:22][CH:21]=[C:20]([C:23]2[CH:28]=[C:27]([Cl:29])[CH:26]=[CH:25][C:24]=2[Cl:30])[N:19]2[N:31]=[CH:32][C:33]([C:34]#[N:35])=[C:18]12)=[O:16]>>[Cl:30][C:24]1[CH:25]=[CH:26][C:27]([Cl:29])=[CH:28][C:23]=1[C:20]1[N:19]2[N:31]=[CH:32][C:33]([C:34]#[N:35])=[C:18]2[N:17]([C:15](=[O:16])[CH2:14][N:10]2[CH2:9][CH2:8][CH:7]([C:1]3[CH:6]=[CH:5][CH:4]=[CH:3][CH:2]=3)[CH2:12][CH2:11]2)[CH2:22][CH:21]=1. Procedure details: The above compound was prepared by the reaction of 4-phenylpiperidine with the compound of Example 9 by the method of Example 16, mp 199°-200° C.